Dataset: the Open Reaction Database (ORD), a public repository of structured organic reaction records. Task: describe an organic reaction: reactants, conditions, products, and yield The reactants are C(C1=CC=CC=C1)OC(N[C@@H]1C[C@@H](N(C2=CC=CC=C12)C(C1=CC=C(C=C1)OC)=O)C)=O ((2S,4R)-[1-(4-methoxybenzoyl)-2-methyl-1,2,3,4-tetrahydro-quinolin-4-yl]-carbamic acid benzyl ester). The reagents and catalysts are [Pd] (Palladium on Carbon). The solvent is C(C)O (ethanol). Conditions: time 4 hour. Product: amine, N[C@@H]1C[C@@H](N(C2=CC=CC=C12)C(=O)C1=CC=C(C=C1)OC)C ((2S,4R)-(4-amino-2-methyl-3,4-dihydro-2H-quinolin-1-yl)-(4-methoxy-phenyl)-methanone). As a reaction SMILES: C(OC(=O)[NH:10][C@H:11]1[C:20]2[C:15](=[CH:16][CH:17]=[CH:18][CH:19]=2)[N:14]([C:21](=[O:30])[C:22]2[CH:27]=[CH:26][C:25]([O:28][CH3:29])=[CH:24][CH:23]=2)[C@@H:13]([CH3:31])[CH2:12]1)C1C=CC=CC=1>C(O)C.[Pd]>[NH2:10][C@H:11]1[C:20]2[C:15](=[CH:16][CH:17]=[CH:18][CH:19]=2)[N:14]([C:21]([C:22]2[CH:23]=[CH:24][C:25]([O:28][CH3:29])=[CH:26][CH:27]=2)=[O:30])[C@@H:13]([CH3:31])[CH2:12]1. Reported procedure: (2S,4R)-[1-(4-methoxybenzoyl)-2-methyl-1,2,3,4-tetrahydro-quinolin-4-yl]-carbamic acid benzyl ester (1.00 equiv.) was dissolved in ethanol (30 mL). The vessel in which resided the resulting solution was evacuated and backfilled with argon. A catalytic amount of Palladium on Carbon (10%, 0.10 equiv. by wt.) was added. The vessel was once again evacuated and this time was backfilled with hydrogen and shaken in a Parr bottle at 40 psi hydrogen. Reaction was complete after 4 h. The mixture was caref... Reactants: C(C1=CC=CC=C1)OC(=O)NC=1C=C2C=NN(C2=CC1)C(C1=CC=CC=C1)(C1=CC=CC=C1)C1=CC=CC=C1 (5-benzyloxycarbonylamino-1-tritylindazole), C[Si](C)(C)[N-][Si](C)(C)C.[Li+] (Lithium bis(trimethylsilyl)amide), [NH4+].[Cl-] (NH4Cl), C(CCC)(=O)OC[C@H]1CO1 ((R)-Glycidyl butyrate). The solvent is O1CCCC1 (tetrahydrofuran), O1CCCC1 (tetrahydrofuran). The product is OC[C@H]1CN(C(O1)=O)C=1C=C2C=NN(C2=CC1)C(C1=CC=CC=C1)(C1=CC=CC=C1)C1=CC=CC=C1 (5-[5-(R)-Hydroxymethyloxazolidine-2-one-3-yl]-1-triphenylmethylindazole). As a reaction SMILES: C[Si]([N-][Si](C)(C)C)(C)C.[Li+].[CH2:11]([O:18][C:19]([NH:21][C:22]1[CH:23]=[C:24]2[C:28](=[CH:29][CH:30]=1)[N:27]([C:31]([C:44]1[CH:49]=[CH:48][CH:47]=[CH:46][CH:45]=1)([C:38]1[CH:43]=[CH:42][CH:41]=[CH:40][CH:39]=1)[C:32]1[CH:37]=[CH:36][CH:35]=[CH:34][CH:33]=1)[N:26]=[CH:25]2)=[O:20])[C:12]1C=CC=CC=1.[C:50](OC[C@@H]1OC1)(=[O:54])CCC.[NH4+].[Cl-]>O1CCCC1>[OH:54][CH2:50][C@@H:11]1[O:18][C:19](=[O:20])[N:21]([C:22]2[CH:23]=[C:24]3[C:28](=[CH:29][CH:30]=2)[N:27]([C:31]([C:44]2[CH:49]=[CH:48][CH:47]=[CH:46][CH:45]=2)([C:38]2[CH:39]=[CH:40][CH:41]=[CH:42][CH:43]=2)[C:32]2[CH:37]=[CH:36][CH:35]=[CH:34][CH:33]=2)[N:26]=[CH:25]3)[CH2:12]1 |f:0.1,4.5|. Reported procedure: 1 M Lithium bis(trimethylsilyl)amide in tetrahydrofuran (1.1 mL, 1.1 mmol) was added dropwise with stirring at −78° C. to 5-benzyloxycarbonylamino-1-tritylindazole (0.510 g, 1 mmol) in tetrahydrofuran (10 mL) under nitrogen atmosphere. The mixture was stirred at −78° C. for 1.5 h. (R)-Glycidyl butyrate (0.160 mL, 1.2 mmol) was added dropwise with stirring. The mixture was allowed to warm to r.t. overnight. Saturated aq. NH4Cl (10 mL) was added, and the mixture was extracted with EtOAc (2×20 mL).... Starting materials: C[SiH](OCC)C (dimethylethoxysilane), C(C(=C)C)(=O)OCCOCC=C (allyloxyethyl methacrylate), C[SiH](OCC)C (dimethylethoxysilane). Reagents/catalysts: [Pt] (platinum). Run at temperature 50 celsius, time 24 hour. The product is C(C(=C)C)(=O)OCCOCCC[Si](OCC)(C)C (methacryloxyethoxypropyl dimethyl ethoxysilane). Reaction SMILES: [C:1]([O:6][CH2:7][CH2:8][O:9][CH2:10][CH:11]=[CH2:12])(=[O:5])[C:2]([CH3:4])=[CH2:3].[CH3:13][SiH:14]([CH3:18])[O:15][CH2:16][CH3:17]>[Pt]>[C:1]([O:6][CH2:7][CH2:8][O:9][CH2:10][CH2:11][CH2:12][Si:14]([CH3:18])([CH3:13])[O:15][CH2:16][CH3:17])(=[O:5])[C:2]([CH3:4])=[CH2:3]. Procedure: The reaction vessel was a flask equipped with a stirring device, a thermometer, a dropping funnel and fitted with a reflux condenser and a drying tube. The flask charged with about one mole of allyloxyethyl methacrylate and about 1×10-5 moles of a platinum catalyst. The mixture heated to about 50° C. and maintained at 50° C. for 15 minutes. The temperature of the reaction mixture was cooled down to 20° C. with a water bath. When the temperature had reached 20° C., 1.1 moles of dimethylethoxysila... Reactants: ClC1=CC=C(C=C1)[N+](=O)[O-] (p-chloronitrobenzene), C1(=CC=CC=C1)[O-].[Na+] (sodium phenolate), steel, liquid, N (ammonia). Run at temperature 70 celsius, time 9 hour. Yields the product C1=CC=C(C=C1)OC2=CC=C(C=C2)[N+](=O)[O-] (4-nitrodiphenyl ether). Reaction SMILES: Cl[C:2]1[CH:7]=[CH:6][C:5]([N+:8]([O-:10])=[O:9])=[CH:4][CH:3]=1.[C:11]1([O-:17])[CH:16]=[CH:15][CH:14]=[CH:13][CH:12]=1.[Na+].N>>[CH:14]1[CH:15]=[CH:16][C:11]([O:17][C:2]2[CH:7]=[CH:6][C:5]([N+:8]([O-:10])=[O:9])=[CH:4][CH:3]=2)=[CH:12][CH:13]=1 |f:1.2|. Procedure: 157.6 g of p-chloronitrobenzene and 116.1 g of sodium phenolate were initially introduced into a steel autoclave. At room temperature, 100 g of liquid ammonia were pumped into the pressure vessel, the mixture was heated to 70° C. and allowed to completely react with stirring over a period of 9 hours. The pressure of 28 bar initially observed dropped during the reaction to 22 bar. Removal of the ammonia by distillation and workup of the distillation residue gave-4-nitrodiphenyl ether with a yield... Reactants: [OH-].[Na+] (sodium hydroxide), C(CCCCCC)(=O)O (heptanoic acid), C(CC)C(C=O)CCCCC (2-propylheptanal). Solvent: O (water). The product is C(CC)C(C(=O)O)CCCCC (2-propylheptanoic acid). Reaction SMILES: [OH-].[Na+].[C:3]([OH:11])(=[O:10])[CH2:4][CH2:5][CH2:6][CH2:7][CH2:8][CH3:9].[CH2:12]([CH:15](CCCCC)C=O)[CH2:13]C>O>[CH2:13]([CH:4]([CH2:5][CH2:6][CH2:7][CH2:8][CH3:9])[C:3]([OH:11])=[O:10])[CH2:12][CH3:15] |f:0.1|. Procedure details: A reactor was charged with 0.2 g (0.005 mol) of sodium hydroxide (manufactured by Kanto Chemical Co., Inc.), 1 g of water, and 0.8 g (0.006 mol) of heptanoic acid (manufactured by Kishida Chemical Co., Ltd.), and the mixture was stirred. After the addition of 47 g of 2-propylheptanal, the mixture was bubbled with air at 40° C. for 15 hours. The mixture was stirred at 130° C. for 4 hours with nitrogen bubbling to obtain crude 2-propylheptanoic acid. Reactants: C(C)(=O)NC=1C=C(C(=O)OCC)C=CC1OC1=CC(=CC=C1)OC (ethyl 3-acetylamino-4-(3-methoxyphenoxy)-benzoate), P(=O)(Cl)(Cl)Cl (phosphorus oxychloride). The solvent is C1(=CC=CC=C1)C (toluene). The product is Cl.CC1=NC2=C(OC3=C1C=CC(=C3)OC)C=CC(=C2)C(=O)OCC (ethyl 11-methyl-3-methoxydibenz[b,f][1,4]oxazepine-8-carboxylate hydrochloride). Isolated yield 93.6%. Reaction SMILES: [C:1]([NH:4][C:5]1[CH:6]=[C:7]([CH:13]=[CH:14][C:15]=1[O:16][C:17]1[CH:22]=[CH:21][CH:20]=[C:19]([O:23][CH3:24])[CH:18]=1)[C:8]([O:10][CH2:11][CH3:12])=[O:9])(=O)[CH3:2].P(Cl)(Cl)([Cl:27])=O>C1(C)C=CC=CC=1>[ClH:27].[CH3:2][C:1]1[C:22]2[CH:21]=[CH:20][C:19]([O:23][CH3:24])=[CH:18][C:17]=2[O:16][C:15]2[CH:14]=[CH:13][C:7]([C:8]([O:10][CH2:11][CH3:12])=[O:9])=[CH:6][C:5]=2[N:4]=1 |f:3.4|. Procedure details: A mixture of 8.3 g of ethyl 3-acetylamino-4-(3-methoxyphenoxy)-benzoate and 15.4 g of phosphorus oxychloride and 50 ml of dried toluene was refluxed for 3 hours. The mixture was then cooled and the precipitating crystal was filtered and washed with ethyl acetate to give 8.2 g of ethyl 11-methyl-3-methoxydibenz[b,f][1,4]oxazepine-8-carboxylate hydrochloride. The product was neutralized with ammonia water and extracted with ethyl acetate. After concentrating the extract, ethanol was added to the r... Product: Nc1c(OCc2ccccc2)ccc(F)c1F. Reactants: CC(=O)Nc1c(OCc2ccccc2)ccc(F)c1F, CCO, [K+], [OH-], O. As a reaction SMILES: [CH2:1]([c:2]1[cH:3][cH:4][cH:5][cH:6][cH:7]1)[O:8][c:9]1[cH:10][cH:11][c:12]([F:20])[c:13]([F:19])[c:14]1[NH:15][C:16](=[O:17])[CH3:18].[CH3:24][CH2:25][OH:26].[K+:22].[OH-:21].[OH2:23]>>[CH2:1]([c:2]1[cH:3][cH:4][cH:5][cH:6][cH:7]1)[O:8][c:9]1[cH:10][cH:11][c:12]([F:20])[c:13]([F:19])[c:14]1[NH2:15].